Dataset: the Open Reaction Database (ORD), a public repository of structured organic reaction records. Task: describe an organic reaction: reactants, conditions, products, and yield Starting materials: [Si](C)(C)(C(C)(C)C)O[C@@H]1CC[C@H]2N(C(O[C@H]21)=O)S(=O)(=O)C2=C(C=CC=C2)[N+](=O)[O-] ((3aR*,6R*,6aR*)-6-((tert-butyldimethylsilyl)oxy)-3-((2-nitrophenyl)sulfonyl)-hexahydro-2H-cyclopenta[d]oxazol-2-one), C(=O)([O-])[O-].[Cs+].[Cs+] (Cs2CO3), C(C)(=O)N[C@@H](CS)C(=O)O (N-acetyl-L-cysteine). The solvent is CN(C)C=O (DMF). Run at time 16 hour. The product is [Si](C)(C)(C(C)(C)C)O[C@@H]1CC[C@H]2NC(O[C@H]21)=O ((3aR*,6R*,6aR*)-6-((tert-Butyldimethylsilyl)oxy)hexahydro-2H-cyclopenta[d]oxazol-2-one). Reaction SMILES: [Si:1]([O:8][C@H:9]1[C@H:16]2[C@H:12]([N:13](S(C3C=CC=CC=3[N+]([O-])=O)(=O)=O)[C:14](=[O:17])[O:15]2)[CH2:11][CH2:10]1)([C:4]([CH3:7])([CH3:6])[CH3:5])([CH3:3])[CH3:2].C([O-])([O-])=O.[Cs+].[Cs+].C(N[C@H](C(O)=O)CS)(=O)C>CN(C=O)C>[Si:1]([O:8][C@H:9]1[C@H:16]2[C@H:12]([NH:13][C:14](=[O:17])[O:15]2)[CH2:11][CH2:10]1)([C:4]([CH3:7])([CH3:5])[CH3:6])([CH3:3])[CH3:2] |f:1.2.3|. Reported procedure: To a suspension of (3aR*,6R*,6aR*)-6-((tert-butyldimethylsilyl)oxy)-3-((2-nitrophenyl)sulfonyl)-hexahydro-2H-cyclopenta[d]oxazol-2-one (1.47 g, 3.32 mmol) and Cs2CO3 (2.164 g, 6.64 mmol) in DMF (25 mL) was added N-acetyl-L-cysteine (0.921 g, 5.65 mmol) and the reaction mixture was stirred for 16 h at RT. The reaction mixture was evaporated and the residue suspended in saturated NaHCO3 solution and extracted with EtOAc. Combined extracts were washed with brine, dried over MgSO4, filtered and conc... The reactants are OC=1C=2C(N=CN1)=NO[N+]2[O-] (7-hydroxy-[1,2,5]oxadiazolo[3,4-d]pyrimidine-1-oxide), [H-].[Li+] (lithium hydride), N1=CC(=CC=C1)CCl (3-picolyl chloride). The solvent is C1CCOC1 (THF), CN(C)C=O (DMF). Reaction conditions: temperature 60 celsius. The product is Cl.N1=CC(=CC=C1)CN1C=NC=2C(C1=O)=[N+](ON2)[O-] (6-(3-picolyl)-[1,2,5]oxadiazolo[3,4-d]pyrimidine-7(6H)-one-1-oxide hydrochloride). Yield: 10.8%. As a reaction SMILES: [OH:1][C:2]1[C:3]2[C:4](=[N:8][O:9][N+:10]=2[O-:11])[N:5]=[CH:6][N:7]=1.[H-].[Li+].[N:14]1[CH:19]=[CH:18][CH:17]=[C:16]([CH2:20][Cl:21])[CH:15]=1>C1COCC1.CN(C=O)C>[ClH:21].[N:14]1[CH:19]=[CH:18][CH:17]=[C:16]([CH2:20][N:7]2[C:2](=[O:1])[C:3]3=[N+:10]([O-:11])[O:9][N:8]=[C:4]3[N:5]=[CH:6]2)[CH:15]=1 |f:1.2,6.7|. Procedure details: 5.0 g (33 mmol) of 7-hydroxy-[1,2,5]oxadiazolo[3,4-d]pyrimidine-1-oxide and 0.3 g (38 mmol) of lithium hydride are heated at 50° C. for 30 min in 70 ml of THF. After addition of a solution of 5.9 g (46 mmol) of 3-picolyl chloride in 30 ml of DMF, the mixture is heated at 60° C. for 2 h. The solvents are stripped off completely in a rotary evaporator, and the residue is digested several times with THF. The product is precipitated from the combined THF extracts by addition of ethereal hydrochloric... Reactants: ClC1=CC=C(S1)C(=O)OCC (Ethyl 5-chlorothiophene-2-carboxylate), S(O)(O)(=O)=O (sulfuric acid), [N+](=O)(O)[O-] (nitric acid). Yields the product ClC1=C(C=C(S1)C(=O)OCC)[N+](=O)[O-] (Ethyl 5-chloro-4-nitrothiophene-2-carboxylate). Isolated yield 67.1%. Reaction SMILES: [Cl:1][C:2]1[S:6][C:5]([C:7]([O:9][CH2:10][CH3:11])=[O:8])=[CH:4][CH:3]=1.S(=O)(=O)(O)O.[N+:17]([O-])([OH:19])=[O:18]>>[Cl:1][C:2]1[S:6][C:5]([C:7]([O:9][CH2:10][CH3:11])=[O:8])=[CH:4][C:3]=1[N+:17]([O-:19])=[O:18]. Procedure details: Ethyl 5-chlorothiophene-2-carboxylate (2.7 g, 14.1 mmol) was added in portions to concentrated sulfuric acid (5 mL) and the stirred solution was cooled to below 0° C. with a methanol/ice bath. Fuming nitric acid (1.78 g, 1.2 mL, 28.3 mmol) was added slowly, keeping the temperature below 0° C. throughout the addition. On completion of addition the stirred mixture was removed from the cold bath and warmed to ambient temperature for 2 hours. The reaction was quenched by addition to ice/water (100 m... The reactants are C(C)OC(=O)C1=NNC(=C1OCC(F)(F)F)C(=O)OCC (4-(2,2,2-Trifluoro-ethoxy)-1H-pyrazole-3,5-dicarboxylic acid diethyl ester), suspension, [H-].[Na+] (NaH), BrCC(=O)NC1=NC=C(C=C1)Cl (2-Bromo-N-(5-chloro-pyridin-2-yl)-acetamide). Solvent: CN(C)C=O (DMF). Run at time 15 minute. The product is C(C)OC(=O)C1=NN(C(=C1OCC(F)(F)F)C(=O)OCC)CC(NC1=NC=C(C=C1)Cl)=O (1-[(5-Chloro-pyridin-2-ylcarbamoyl)-methyl]-4-(2,2,2-trifluoro-ethoxy)-1H-pyrazole-3,5-dicarboxylic acid diethyl ester). As a reaction SMILES: [CH2:1]([O:3][C:4]([C:6]1[C:10]([O:11][CH2:12][C:13]([F:16])([F:15])[F:14])=[C:9]([C:17]([O:19][CH2:20][CH3:21])=[O:18])[NH:8][N:7]=1)=[O:5])[CH3:2].[H-].[Na+].Br[CH2:25][C:26]([NH:28][C:29]1[CH:34]=[CH:33][C:32]([Cl:35])=[CH:31][N:30]=1)=[O:27]>CN(C=O)C>[CH2:1]([O:3][C:4]([C:6]1[C:10]([O:11][CH2:12][C:13]([F:15])([F:16])[F:14])=[C:9]([C:17]([O:19][CH2:20][CH3:21])=[O:18])[N:8]([CH2:25][C:26](=[O:27])[NH:28][C:29]2[CH:34]=[CH:33][C:32]([Cl:35])=[CH:31][N:30]=2)[N:7]=1)=[O:5])[CH3:2] |f:1.2|. Procedure: To a solution of 260 mg 4-(2,2,2-Trifluoro-ethoxy)-1H-pyrazole-3,5-dicarboxylic acid diethyl ester in 4 ml absolute DMF 33.5 mg of a 60% suspension of NaH in mineral oil were added under an argon atmosphere. The mixture was stirred for 15 min at RT. Then 209 mg 2-Bromo-N-(5-chloro-pyridin-2-yl)-acetamide were added and the mixture stirred for 2 h at RT. After concentration in vacuo the residue was directly subjected to the next reaction step without further purification. Starting materials: CC(C)([O-])C.[K+] (potassium t-butoxide), [Br-].FC=1C=C(C[P+](C2=CC=CC=C2)(C2=CC=CC=C2)C2=CC=CC=C2)C=CC1F (3,4-difiuorobenzyltriphenylphosphonium bromide), O1CCCC1 (tetrahydrofuran), C1(=CC=CC=C1)[Si]1(CCC(CC1)C1CCC(CC1)C=O)CCC (4-(4-phenyl-4-n-propyl-4-silacyclohexyl)cyclohexane carbaldehyde). Run in CCCCCC (n-hexane), O (water). Conditions: time 2 hour. Yields the product FC=1C=C(C=CC1F)C=CC1CCC(CC1)C1CC[Si](CC1)(CCC)C1=CC=CC=C1 (4-(4-(2-(3,4-difluorophenyl)ethenyl)cyclohexyl)-1-phenyl-1-n-propyl-1-silacyclohexane). The yield is 90.8%. As a reaction SMILES: CC(C)([O-])C.[K+].[Br-].[F:8][C:9]1[CH:10]=[C:11]([CH:32]=[CH:33][C:34]=1[F:35])[CH2:12][P+](C1C=CC=CC=1)(C1C=CC=CC=1)C1C=CC=CC=1.O1CCCC1.[C:41]1([Si:47]2([CH2:61][CH2:62][CH3:63])[CH2:52][CH2:51][CH:50]([CH:53]3[CH2:58][CH2:57][CH:56]([CH:59]=O)[CH2:55][CH2:54]3)[CH2:49][CH2:48]2)[CH:46]=[CH:45][CH:44]=[CH:43][CH:42]=1>CCCCCC.O>[F:8][C:9]1[CH:10]=[C:11]([CH:12]=[CH:59][CH:56]2[CH2:57][CH2:58][CH:53]([CH:50]3[CH2:49][CH2:48][Si:47]([C:41]4[CH:42]=[CH:43][CH:44]=[CH:45][CH:46]=4)([CH2:61][CH2:62][CH3:63])[CH2:52][CH2:51]3)[CH2:54][CH2:55]2)[CH:32]=[CH:33][C:34]=1[F:35] |f:0.1,2.3|. Procedure: 12.0 g of potassium t-butoxide was added to a mixture of 48.0 g of 3,4-difiuorobenzyltriphenylphosphonium bromide and 400 ml of tetrahydrofuran to obtain a ylide solution. 32.9 g of 4-(4-phenyl-4-n-propyl-4-silacyclohexyl)cyclohexane carbaldehyde was dropped in the solution. After agitation at room temperature for 2 hours, the reaction mixture was charged into water and extracted with ethyl acetate. The ethyl acetate phase or solution was subjected to washing with brine, drying and concentration... Starting materials: CS(C)=O, CC(C)(C)[O-], O=S(=O)(c1ccc(S(=O)(=O)C2CCCCC2)nc1)C1CCCCC1, [K+], O, CC(=O)c1ccc(O)cc1. Yields the product CC(=O)c1ccc(Oc2ccc(S(=O)(=O)C3CCCCC3)cn2)cc1. RXN SMILES: [CH3:11][S:12]([CH3:13])=[O:14].[CH3:15][C:16]([CH3:17])([O-:18])[CH3:19].[CH:21]1([S:22](=[O:23])(=[O:24])[c:30]2[n:31][cH:32][c:33]([S:36](=[O:37])(=[O:38])[CH:39]3[CH2:40][CH2:41][CH2:42][CH2:43][CH2:44]3)[cH:34][cH:35]2)[CH2:25][CH2:26][CH2:27][CH2:28][CH2:29]1.[K+:20].[OH2:45].[OH:1][c:2]1[cH:3][cH:4][c:5]([C:8]([CH3:9])=[O:10])[cH:6][cH:7]1>>[O:1]([c:2]1[cH:3][cH:4][c:5]([C:8]([CH3:9])=[O:10])[cH:6][cH:7]1)[c:30]1[n:31][cH:32][c:33]([S:36](=[O:37])(=[O:38])[CH:39]2[CH2:40][CH2:41][CH2:42][CH2:43][CH2:44]2)[cH:34][cH:35]1. Reactants: Nc1nc2ccc([N+](=O)[O-])cc2s1, C1CCOC1. The product is Nc1ccc2nc(N)sc2c1. As a reaction SMILES: [NH2:1][c:2]1[s:3][c:4]2[c:5]([n:6]1)[cH:7][cH:8][c:9]([N+:11]([O-:12])=[O:13])[cH:10]2.[O:14]1[CH2:15][CH2:16][CH2:17][CH2:18]1>>[NH2:1][c:2]1[s:3][c:4]2[c:5]([n:6]1)[cH:7][cH:8][c:9]([NH2:11])[cH:10]2.